From a dataset of the Open Reaction Database (ORD), a public repository of structured organic reaction records. describe an organic reaction: reactants, conditions, products, and yield Starting materials: O=C(Cl)OCc1ccccc1, Cl, Cl, CC(O)C(O)C1CNc2[nH]c(N)nc(=O)c2N1, c1ccncc1. Yields the product CC(O)C(O)C1CNc2[nH]c(N)nc(=O)c2N1C(=O)OCc1ccccc1. RXN SMILES: [Cl:20][C:21](=[O:22])[O:23][CH2:24][c:25]1[cH:26][cH:27][cH:28][cH:29][cH:30]1.[ClH:1].[ClH:2].[NH2:3][c:4]1[nH:5][c:6]2[c:11]([c:12](=[O:14])[n:13]1)[NH:10][CH:9]([CH:15]([CH:16]([CH3:17])[OH:18])[OH:19])[CH2:8][NH:7]2.[cH:31]1[cH:32][cH:33][n:34][cH:35][cH:36]1>>[NH2:3][c:4]1[nH:5][c:6]2[c:11]([c:12](=[O:14])[n:13]1)[N:10]([C:21](=[O:22])[O:23][CH2:24][c:25]1[cH:26][cH:27][cH:28][cH:29][cH:30]1)[CH:9]([CH:15]([CH:16]([CH3:17])[OH:18])[OH:19])[CH2:8][NH:7]2. Starting materials: CC1=NC(=CC=C1CO)C(F)(F)F ((2-methyl-6-(trifluoromethyl)pyridin-3-yl)methanol), ClC=1C=C(C(=O)OO)C=CC1 (3-chloroperoxybenzoic acid). Solvent: C(C)#N (acetonitrile), C(C)#N (acetonitrile), CCOC(=O)C (EtOAc). Run at time 16 hour. Product: OCC=1C(=[N+](C(=CC1)C(F)(F)F)[O-])C (3-(hydroxymethyl)-2-methyl-6-(trifluoromethyl)pyridine 1-oxide). Yield: 25.0%. As a reaction SMILES: [CH3:1][C:2]1[C:7]([CH2:8][OH:9])=[CH:6][CH:5]=[C:4]([C:10]([F:13])([F:12])[F:11])[N:3]=1.ClC1C=C(C=CC=1)C(OO)=[O:19]>C(#N)C.CCOC(C)=O>[OH:9][CH2:8][C:7]1[C:2]([CH3:1])=[N+:3]([O-:19])[C:4]([C:10]([F:11])([F:13])[F:12])=[CH:5][CH:6]=1. Procedure details: To a stirring solution of (2-methyl-6-(trifluoromethyl)pyridin-3-yl)methanol (2.70 g, 14.1 mmol) in acetonitrile (20 mL) at room temperature was added dropwise a solution of 3-chloroperoxybenzoic acid (77% pure, 3.8 g, 16.9 mmol) in acetonitrile. The reaction mixture was stirred at room temperature for 16 h before concentration under reduced pressure. The residue was diluted with EtOAc, and the EtOAc solution was washed with 5% aqueous Na2S2O3, water, then saturated aqueous NaCl, dried over Na2S... Reactants: C1(CC1)C1=CC=C(CNCCC2=CC(=C(C=C2)F)C(F)(F)F)C=C1 ((4-cyclopropylbenzyl)-[2-(4-fluoro-3-trifluoromethylphenyl)-ethyl]-amine), [BH4-].[Na+] (sodium borohydride), C(C)(C)(C)C1=C(C=C(C=O)C=C1)Cl (4-tert-butyl-3-chloro-benzaldehyde), ClC=1C=C(C=CC1Cl)CCN (2-(3,4-dichlorophenyl)-ethylamine). Product: C(C)(C)(C)C1=C(C=C(CNCCC2=CC(=C(C=C2)Cl)Cl)C=C1)Cl ((4-tert-butyl-3-chloro-benzyl)-[2-(3,4-dichloro-phenyl)-ethyl]-amine). The yield is 85.3%. As a reaction SMILES: C1(C2C=CC(CNCCC3C=CC(F)=C(C(F)(F)F)C=3)=CC=2)CC1.[C:25]([C:29]1[CH:36]=[CH:35][C:32]([CH:33]=O)=[CH:31][C:30]=1[Cl:37])([CH3:28])([CH3:27])[CH3:26].[Cl:38][C:39]1[CH:40]=[C:41]([CH2:46][CH2:47][NH2:48])[CH:42]=[CH:43][C:44]=1[Cl:45].[BH4-].[Na+]>>[C:25]([C:29]1[CH:36]=[CH:35][C:32]([CH2:33][NH:48][CH2:47][CH2:46][C:41]2[CH:42]=[CH:43][C:44]([Cl:45])=[C:39]([Cl:38])[CH:40]=2)=[CH:31][C:30]=1[Cl:37])([CH3:28])([CH3:27])[CH3:26] |f:3.4|. Procedure: The title compound was synthesized in analogy to (4-cyclopropylbenzyl)-[2-(4-fluoro-3-trifluoromethylphenyl)-ethyl]-amine (described in example S53) using 4-tert-butyl-3-chloro-benzaldehyde (prepared as described in example S110) (72 mg, 0.37 mmol), 2-(3,4-dichlorophenyl)-ethylamine (70 mg, 0.37 mmol) and sodium borohydride (21 mg, 0.55 mmol). The desired product (117 mg, 86%) was isolated without further purification as a colorless oil. MS (ISP) 370.1 (M+H)+. Reactants: NC1=NC(=C(C(=N1)N)O)C (2,4-diamino-5-hydroxy-6-methylpyrimidine), BrCCCOC1=C(C=CC=C1)C(F)(F)F (2-trifluoromethylphenyl 3-bromopropyl ether), C([O-])([O-])=O.[K+].[K+] (potassium carbonate). Run in CN(C=O)C (N,N-dimethylformamide). The product is NC1=NC(=C(C(=N1)N)OCCCOC1=C(C=CC=C1)C(F)(F)F)C (2,4-diamino-5-[3-(2-trifluoromethylphenoxy)propoxy]-6-methylpyrimidine). The yield is 23.4%. RXN SMILES: [NH2:1][C:2]1[N:7]=[C:6]([NH2:8])[C:5]([OH:9])=[C:4]([CH3:10])[N:3]=1.Br[CH2:12][CH2:13][CH2:14][O:15][C:16]1[CH:21]=[CH:20][CH:19]=[CH:18][C:17]=1[C:22]([F:25])([F:24])[F:23].C(=O)([O-])[O-].[K+].[K+]>CN(C)C=O>[NH2:1][C:2]1[N:7]=[C:6]([NH2:8])[C:5]([O:9][CH2:12][CH2:13][CH2:14][O:15][C:16]2[CH:21]=[CH:20][CH:19]=[CH:18][C:17]=2[C:22]([F:23])([F:24])[F:25])=[C:4]([CH3:10])[N:3]=1 |f:2.3.4|. Procedure: This compound was prepared in a manner analogous to that of Step D of Example 12, using 2.4 grams (0.010 mole) of 2,4-diamino-5-hydroxy-6-methylpyrimidine hydrosulfate salt (prepared in Steps A-C of this Example), 3.0 grams (0.011 mole) of 2-trifluoromethylphenyl 3-bromopropyl ether, and 8.3 grams (0.060 mole) of finely ground potassium carbonate in 50 mL of N,N-dimethylformamide. The product was recrystallized from methanol and water, yielding 0.8 gram of 2,4-diamino-5-[3-(2-trifluoromethylphen... The reactants are CCCCCCC (heptane), [OH-].C(C1=CC=CC=C1)[N+](C)(C)C (benzyltrimethylammonium hydroxide), CCCCNC=1C=C(C=C(C1OC=2C=CC=CC2)S(=O)(=O)N)C(=O)O (bumetanide). Solvent: O (water), O (water). Reaction conditions: time 10 minute. Yields the product NS(=O)(=O)C=1C=C(C(=O)[O-])C=C(C1OC1=CC=CC=C1)NCCCC.C(C1=CC=CC=C1)[N+](C)(C)C (benzyltrimethylammonium 3-aminosulfonyl-5-butylamino-4-phenoxybenzoate). Isolated yield 49.8%. Reaction SMILES: [OH-].[CH2:2]([N+:9]([CH3:12])([CH3:11])[CH3:10])[C:3]1[CH:8]=[CH:7][CH:6]=[CH:5][CH:4]=1.[CH3:13][CH2:14][CH2:15][CH2:16][NH:17][C:18]1[CH:19]=[C:20]([C:35]([OH:37])=[O:36])[CH:21]=[C:22]([S:31]([NH2:34])(=[O:33])=[O:32])[C:23]=1[O:24][C:25]1[CH:26]=[CH:27][CH:28]=[CH:29][CH:30]=1.CCCCCCC>O>[NH2:34][S:31]([C:22]1[CH:21]=[C:20]([CH:19]=[C:18]([NH:17][CH2:16][CH2:15][CH2:14][CH3:13])[C:23]=1[O:24][C:25]1[CH:26]=[CH:27][CH:28]=[CH:29][CH:30]=1)[C:35]([O-:37])=[O:36])(=[O:32])=[O:33].[CH2:2]([N+:9]([CH3:12])([CH3:11])[CH3:10])[C:3]1[CH:8]=[CH:7][CH:6]=[CH:5][CH:4]=1 |f:0.1,5.6|. Procedure details: To a solution of benzyltrimethylammonium hydroxide (451 mg, 2.7 mmol) in water (1 mL) was added bumetanide (1 g, 2.7 mmol) over a period of 5 minutes. The reaction mixture became clear after 10 minutes of stirring. The water was removed under reduced pressure to yield a crude colorless oil. Pure product was obtained from recrystallization of the oil with water and heptane to yield 690 mg of benzyltrimethylammonium 3-aminosulfonyl-5-butylamino-4-phenoxybenzoate as light pink crystals. Reactants: Br, CC(=O)OC(C)=O, CC(N)C(=O)N1CCCC1C(=O)Nc1ccccc1, c1ccncc1. Yields the product CC(=O)NC(C)C(=O)N1CCCC1C(=O)Nc1ccccc1. As a reaction SMILES: [BrH:1].[CH3:21][C:22](=[O:23])[O:24][C:25](=[O:26])[CH3:27].[NH2:2][CH:3]([CH3:4])[C:5](=[O:6])[N:7]1[CH:8]([C:9](=[O:10])[NH:11][c:12]2[cH:13][cH:14][cH:15][cH:16][cH:17]2)[CH2:18][CH2:19][CH2:20]1.[cH:28]1[cH:29][cH:30][n:31][cH:32][cH:33]1>>[NH:2]([CH:3]([CH3:4])[C:5](=[O:6])[N:7]1[CH:8]([C:9](=[O:10])[NH:11][c:12]2[cH:13][cH:14][cH:15][cH:16][cH:17]2)[CH2:18][CH2:19][CH2:20]1)[C:22]([CH3:21])=[O:23]. The reactants are CC(C)(C)N, CO, COC(=O)C(CC(=O)O)=C1CCCCC1, [H][H]. The product is COC(=O)C(CC(=O)O)C1CCCCC1. As a reaction SMILES: [CH3:1][C:2]([NH2:3])([CH3:4])[CH3:5].[CH3:23][OH:24].[CH3:6][O:7][C:8]([C:9]([CH2:10][C:11](=[O:12])[OH:13])=[C:14]1[CH2:15][CH2:16][CH2:17][CH2:18][CH2:19]1)=[O:20].[H:21][H:22]>>[CH3:6][O:7][C:8]([CH:9]([CH2:10][C:11](=[O:12])[OH:13])[CH:14]1[CH2:15][CH2:16][CH2:17][CH2:18][CH2:19]1)=[O:20].